Dataset: the Open Reaction Database (ORD), a public repository of structured organic reaction records. Task: describe an organic reaction: reactants, conditions, products, and yield Starting materials: BrC1=C(C=O)C=CC(=C1)O (2-bromo-4-hydroxybenzaldehyde), C1(=CC=CC=C1)P(C1=CC=CC=C1)(C1=CC=CC=C1)=CC(=O)OCC (ethyl (triphenylphosphoranylidene)acetate), ethyl acetate petroleum ether. Conditions: temperature 90 celsius, time 8 hour. The product is BrC1=C(C=CC(=C1)O)/C=C/C(=O)OCC (Ethyl (2E)-3-(2-bromo-4-hydroxyphenyl)prop-2-enoate). RXN SMILES: [Br:1][C:2]1[CH:9]=[C:8]([OH:10])[CH:7]=[CH:6][C:3]=1[CH:4]=O.C1(P(=[CH:30][C:31]([O:33][CH2:34][CH3:35])=[O:32])(C2C=CC=CC=2)C2C=CC=CC=2)C=CC=CC=1>>[Br:1][C:2]1[CH:9]=[C:8]([OH:10])[CH:7]=[CH:6][C:3]=1/[CH:4]=[CH:30]/[C:31]([O:33][CH2:34][CH3:35])=[O:32]. Procedure: Into a 250-mL round-bottom flask, was placed 2-bromo-4-hydroxybenzaldehyde (2.0 g, 9.95 mmol, 1.00 equiv), ethyl (triphenylphosphoranylidene)acetate (5.22 g, 14.98 mmol, 1.51 equiv), Tol (50 mL). The resulting solution was stirred overnight at 90° C. in an oil bath. The reaction progress was monitored by TLC (ethyl acetate/petroleum ether=1:2). The resulting mixture was concentrated under reduced pressure. The residue was purified on a silica gel column, eluting with ethyl acetate/petroleum ethe... Reactants: [Br-], [Br-], [Br-], C1CCOC1, COC(=O)c1ccc2c(C3CCCCC3)c[nH]c2c1Cl, ClCCl, ClCCl, c1cc[nH+]cc1, c1cc[nH+]cc1, c1cc[nH+]cc1. Product: COC(=O)c1ccc2c(C3CCCCC3)c(Br)[nH]c2c1Cl. RXN SMILES: [Br-:21].[Br-:22].[Br-:23].[CH2:42]1[O:43][CH2:44][CH2:45][CH2:46]1.[Cl:1][c:2]1[c:3]([C:17](=[O:18])[O:19][CH3:20])[cH:4][cH:5][c:6]2[c:7]([CH:11]3[CH2:12][CH2:13][CH2:14][CH2:15][CH2:16]3)[cH:8][nH:9][c:10]12.[Cl:47][CH2:48][Cl:49].[Cl:50][CH2:51][Cl:52].[nH+:24]1[cH:25][cH:26][cH:27][cH:28][cH:29]1.[nH+:30]1[cH:31][cH:32][cH:33][cH:34][cH:35]1.[nH+:36]1[cH:37][cH:38][cH:39][cH:40][cH:41]1>>[Cl:1][c:2]1[c:3]([C:17](=[O:18])[O:19][CH3:20])[cH:4][cH:5][c:6]2[c:7]([CH:11]3[CH2:12][CH2:13][CH2:14][CH2:15][CH2:16]3)[c:8]([Br:21])[nH:9][c:10]12. Reactants: CCO, CCOC(=O)Cc1ccc(N2Cc3c(c(OCC)c4ccccc4c3OC(F)F)C2=O)c(Cl)c1, [Na+], [OH-]. The product is CCOc1c2c(c(OC(F)F)c3ccccc13)CN(c1ccc(CC(=O)O)cc1Cl)C2=O. As a reaction SMILES: [CH3:37][CH2:38][OH:39].[Cl:1][c:2]1[cH:3][c:4]([CH2:29][C:30](=[O:31])[O:32][CH2:33][CH3:34])[cH:5][cH:6][c:7]1[N:8]1[CH2:9][c:10]2[c:11]([O:25][CH:26]([F:27])[F:28])[c:12]3[c:13]([c:14]([O:18][CH2:19][CH3:20])[c:15]2[C:16]1=[O:17])[cH:21][cH:22][cH:23][cH:24]3.[Na+:36].[OH-:35]>>[Cl:1][c:2]1[cH:3][c:4]([CH2:29][C:30](=[O:31])[OH:32])[cH:5][cH:6][c:7]1[N:8]1[CH2:9][c:10]2[c:11]([O:25][CH:26]([F:27])[F:28])[c:12]3[c:13]([c:14]([O:18][CH2:19][CH3:20])[c:15]2[C:16]1=[O:17])[cH:21][cH:22][cH:23][cH:24]3.